Dataset: the Open Reaction Database (ORD), a public repository of structured organic reaction records. Task: describe an organic reaction: reactants, conditions, products, and yield Reactants: C(C)(=O)C(C(=O)OC)CC=C(CCC=C(CO[Si](C(C)(C)C)(C)C)C)C (methyl 2-acetyl-10-(dimethyl t-butylsilyl)oxy-5,9-dimethyl-4,8-decadienate), [I-].[Na+] (sodium iodide), O (water), O (water). Run in CN(P(N(C)C)(N(C)C)=O)C (hexamethylphosphoric triamide). Run at temperature 150 celsius, time 2 hour. Yields the product CC(=CCCC(C)=O)CCC=C(CO[Si](C(C)(C)C)(C)C)C (6,10-dimethyl-11-(dimethyl t-butylsilyl)oxy-5,9-undecadien-2-one). Isolated yield 70.2%. Reaction SMILES: [C:1]([CH:4]([CH2:9][CH:10]=[C:11]([CH3:26])[CH2:12][CH2:13][CH:14]=[C:15]([CH3:25])[CH2:16][O:17][Si:18]([CH3:24])([CH3:23])[C:19]([CH3:22])([CH3:21])[CH3:20])C(OC)=O)(=[O:3])[CH3:2].[I-].[Na+].O>CN(C)P(=O)(N(C)C)N(C)C>[CH3:26][C:11]([CH2:12][CH2:13][CH:14]=[C:15]([CH3:25])[CH2:16][O:17][Si:18]([CH3:24])([CH3:23])[C:19]([CH3:22])([CH3:21])[CH3:20])=[CH:10][CH2:9][CH2:4][C:1](=[O:3])[CH3:2] |f:1.2|. Reported procedure: To a solution of methyl 2-acetyl-10-(dimethyl t-butylsilyl)oxy-5,9-dimethyl-4,8-decadienate (96 mg, 0.25 mmol) in hexamethylphosphoric triamide (0.5 ml) were added sodium iodide (45 mg, 0.30 mmol) and water (0.01 ml), and the mixture was stirred at 150° C. After two hours, the reaction mixture was allowed to cool to room temperature, and water (2 ml) was added thereto. The product was extracted with ether (5 m1×2). The extract was dried over Na2SO4, and concentrated to give a residue, which was ... The reactants are Cl, O=S(=O)(Cl)CC(F)(F)F, CN(C)C=O, NC(=O)c1cc(-c2ccccc2)cc2c(C3CCNCC3)n[nH]c12. Product: NC(=O)c1cc(-c2ccccc2)cc2c(C3CCN(S(=O)(=O)CC(F)(F)F)CC3)n[nH]c12. RXN SMILES: [ClH:1].[F:26][C:27]([CH2:28][S:29](=[O:30])(=[O:31])[Cl:32])([F:33])[F:34].[O:35]=[CH:36][N:37]([CH3:38])[CH3:39].[c:2]1(-[c:8]2[cH:9][c:10]3[c:11]([CH:20]4[CH2:21][CH2:22][NH:23][CH2:24][CH2:25]4)[n:12][nH:13][c:14]3[c:15]([C:17](=[O:18])[NH2:19])[cH:16]2)[cH:3][cH:4][cH:5][cH:6][cH:7]1>>[c:2]1(-[c:8]2[cH:9][c:10]3[c:11]([CH:20]4[CH2:21][CH2:22][N:23]([S:29]([CH2:28][C:27]([F:26])([F:33])[F:34])(=[O:30])=[O:31])[CH2:24][CH2:25]4)[n:12][nH:13][c:14]3[c:15]([C:17](=[O:18])[NH2:19])[cH:16]2)[cH:3][cH:4][cH:5][cH:6][cH:7]1. Starting materials: [BH3-]C#N, C[Si](C)(C)Cl, CC#N, ClCCl, [Na+], COc1ccc(C(=O)c2ccccc2O)cc1. Yields the product COc1ccc(Cc2ccccc2O)cc1. As a reaction SMILES: [C:23]([BH3-:24])#[N:25].[CH3:18][Si:19]([Cl:20])([CH3:21])[CH3:22].[CH3:27][C:28]#[N:29].[Cl:30][CH2:31][Cl:32].[Na+:26].[OH:1][c:2]1[c:3]([C:8](=[O:9])[c:10]2[cH:11][cH:12][c:13]([O:16][CH3:17])[cH:14][cH:15]2)[cH:4][cH:5][cH:6][cH:7]1>>[OH:1][c:2]1[c:3]([CH2:8][c:10]2[cH:11][cH:12][c:13]([O:16][CH3:17])[cH:14][cH:15]2)[cH:4][cH:5][cH:6][cH:7]1. Starting materials: Cn1cc(Br)cc(Nc2cc3n(n2)CCN(C2CC2)C3)c1=O, CC(=O)OCc1c(N2CCn3c(cc4c3CCCC4)C2=O)cc(F)cc1N1CCn2c(cc3c2CCCC3)C1=O, CC(=O)[O-], CC#N, [K+], [K+], [K+], [Na+], O, O=P([O-])([O-])[O-]. Product: CC(=O)OCc1c(-c2cc(Nc3cc4n(n3)CCN(C3CC3)C4)c(=O)n(C)c2)cc(F)cc1N1CCn2c(cc3c2CCCC3)C1=O. As a reaction SMILES: [Br:41][c:42]1[cH:43][c:44]([NH:50][c:51]2[n:52][n:53]3[c:54]([cH:62]2)[CH2:55][N:56]([CH:59]2[CH2:60][CH2:61]2)[CH2:57][CH2:58]3)[c:45](=[O:49])[n:46]([CH3:48])[cH:47]1.[C:1]([CH3:2])(=[O:3])[O:4][CH2:5][c:6]1[c:7]([N:27]2[CH2:28][CH2:29][n:30]3[c:31]4[c:36]([cH:37][c:38]3[C:39]2=[O:40])[CH2:35][CH2:34][CH2:33][CH2:32]4)[cH:8][c:9]([F:26])[cH:10][c:11]1[N:12]1[C:13](=[O:25])[c:14]2[n:15]([c:16]3[c:21]([cH:22]2)[CH2:20][CH2:19][CH2:18][CH2:17]3)[CH2:23][CH2:24]1.[C:71]([O-:72])(=[O:73])[CH3:74].[CH3:76][C:77]#[N:78].[K+:68].[K+:69].[K+:70].[Na+:75].[OH2:79].[P:63]([O-:64])([O-:65])([O-:66])=[O:67]>>[C:1]([CH3:2])(=[O:3])[O:4][CH2:5][c:6]1[c:7](-[c:42]2[cH:43][c:44]([NH:50][c:51]3[n:52][n:53]4[c:54]([cH:62]3)[CH2:55][N:56]([CH:59]3[CH2:60][CH2:61]3)[CH2:57][CH2:58]4)[c:45](=[O:49])[n:46]([CH3:48])[cH:47]2)[cH:8][c:9]([F:26])[cH:10][c:11]1[N:12]1[C:13](=[O:25])[c:14]2[n:15]([c:16]3[c:21]([cH:22]2)[CH2:20][CH2:19][CH2:18][CH2:17]3)[CH2:23][CH2:24]1. Reactants: C(C=C)Br (allyl bromide), Cl (hydrochloric acid), C(C1=CC=CC=C1)=O (benzaldehyde), C(C)(C)[Mg]Br (isopropylmagnesium bromide). The reagents and catalysts are C(C)(C)O[Ti](OC(C)C)(OC(C)C)OC(C)C (tetraisopropoxytitanium). The solvent is C(C)OCC (ethyl ether), C(C)OCC (ethyl ether). Conditions: time 1 hour. The product is C1(=CC=CC=C1)C(CC=C)O (1-phenyl-3-buten-1-ol). The yield is 93.5%. RXN SMILES: [CH2:1](Br)[CH:2]=[CH2:3].C([Mg]Br)(C)C.[CH:10](=[O:17])[C:11]1[CH:16]=[CH:15][CH:14]=[CH:13][CH:12]=1.Cl>C(O[Ti](OC(C)C)(OC(C)C)OC(C)C)(C)C.C(OCC)C>[C:11]1([CH:10]([OH:17])[CH2:3][CH:2]=[CH2:1])[CH:16]=[CH:15][CH:14]=[CH:13][CH:12]=1. Procedure: To 0.30 ml (1.0 mmol) of tetraisopropoxytitanium and 5 ml of ethyl ether solution containing allyl bromide (1.0 mmol) was added dropwise at −50° C. 1.67 ml of 1.2M ethyl ether solution containing isopropylmagnesium bromide (2.0 mmol). Upon stirring at −50° C. to −40° C. for 1 hour, the reaction liquid turned from yellow into brown. To the reaction liquid was added 0.071 ml (0.7 mmol) of benzaldehyde at −45° C. to −40° C. The temperature was raised to −10° C. to 0° C. over 30 minutes. With 5 ml o... Reactants: C(\C=C\C)=O (Crotonaldehyde), CC(=CCCC(C)O)C (6-Methyl-hept-5-en-2-ol), C(\C=C\C)=O (crotonaldehyde). The reagents and catalysts are C1(=CC=C(C=C1)S(=O)(=O)O)C (p-toluenesulfonic acid). The solvent is C1(=CC=CC=C1)C (toluene). Run at temperature 122 celsius, time 1 hour. Yields the product C(C)(C)C1C(OC(CC1)C)C=CC (3-isopropyl-6-methyl-2-propenyl-tetrahydro-pyran). Yield: 71.2%. Reaction SMILES: [CH3:1][C:2]([CH3:9])=[CH:3][CH2:4][CH2:5][CH:6]([OH:8])[CH3:7].[CH:10](=O)/[CH:11]=[CH:12]/[CH3:13]>C1(C)C=CC(S(O)(=O)=O)=CC=1.C1(C)C=CC=CC=1>[CH:2]([CH:3]1[CH2:4][CH2:5][CH:6]([CH3:7])[O:8][CH:10]1[CH:11]=[CH:12][CH3:13])([CH3:9])[CH3:1]. Reported procedure: 6-Methyl-hept-5-en-2-ol (512 g, 3.8 mol, 96%), toluene (750 ml), and p-toluenesulfonic acid (pTSA, 2.6 g) were charged in a flask and heated to 122° C. Crotonaldehyde (350 g, 5 mol) was fed into the mixture for over 3-4 hours at reflux. Water was removed with a Bidwell-Sterling trap. The reaction mixture was aged for 1 hour. Standard addition and gas chromatography (GC) analysis indicated that about 11% of the starting material 6-methyl-hept-5-en-2-ol was left. Additional crotonaldehyde (35 g, 0... Starting materials: BrCc1ccccc1, CCO, CC(C)Nc1c(N)cc(C(=O)O)cc1S(N)(=O)=O. Product: CC(C)Nc1c(NCc2ccccc2)cc(C(=O)O)cc1S(N)(=O)=O. Reaction SMILES: [Br:19][CH2:20][c:21]1[cH:22][cH:23][cH:24][cH:25][cH:26]1.[CH3:27][CH2:28][OH:29].[NH2:1][c:2]1[cH:3][c:4]([C:5](=[O:6])[OH:7])[cH:8][c:9]([S:15]([NH2:16])(=[O:17])=[O:18])[c:10]1[NH:11][CH:12]([CH3:13])[CH3:14]>>[NH:1]([c:2]1[cH:3][c:4]([C:5](=[O:6])[OH:7])[cH:8][c:9]([S:15]([NH2:16])(=[O:17])=[O:18])[c:10]1[NH:11][CH:12]([CH3:13])[CH3:14])[CH2:20][c:21]1[cH:22][cH:23][cH:24][cH:25][cH:26]1.